describe an organic reaction: reactants, conditions, products, and yield From a dataset of the Open Reaction Database (ORD), a public repository of structured organic reaction records. Reactants: COC1=C(C(=C2C(OCC2=C1C)=O)OS(=O)(=O)C1=CC=C(C=C1)C)CC1=C(C(CC1)=O)C (3-(1,3-dihydro-6-methoxy-7-methyl-3-oxo-4-p-toluenesulfonyloxy-5-isobenzofuranylmethyl)-2-methylcyclopent-2-en-1-one), O.O.O.O.O.O.O.[Cl-].[Cl-].[Cl-].[Ce+3] (cerium trichloride heptahydrate), CO (methanol), [BH4-].[Na+] (sodium borohydride). The solvent is C(C)(=O)OCC (ethyl acetate). Conditions: time 0.5 hour. Product: hexanes methylene chloride ether, COC1=C(C(=C2C(OCC2=C1C)=O)OS(=O)(=O)C1=CC=C(C=C1)C)CC1=C(C(CC1)O)C (3-(1,3-dihydro-6-methoxy-7-methyl-3-oxo-4-p-toluenesulfonyloxy-5-isobenzofuranylmethyl)-2-methylcyclopent-2-en-1-ol). Isolated yield 51.5%. As a reaction SMILES: [CH3:1][O:2][C:3]1[C:11]([CH3:12])=[C:10]2[C:6]([C:7](=[O:13])[O:8][CH2:9]2)=[C:5]([O:14][S:15]([C:18]2[CH:23]=[CH:22][C:21]([CH3:24])=[CH:20][CH:19]=2)(=[O:17])=[O:16])[C:4]=1[CH2:25][C:26]1[CH2:30][CH2:29][C:28](=[O:31])[C:27]=1[CH3:32].O.O.O.O.O.O.O.[Cl-].[Cl-].[Cl-].[Ce+3].CO.[BH4-].[Na+]>C(OCC)(=O)C>[CH3:1][O:2][C:3]1[C:11]([CH3:12])=[C:10]2[C:6]([C:7](=[O:13])[O:8][CH2:9]2)=[C:5]([O:14][S:15]([C:18]2[CH:23]=[CH:22][C:21]([CH3:24])=[CH:20][CH:19]=2)(=[O:17])=[O:16])[C:4]=1[CH2:25][C:26]1[CH2:30][CH2:29][CH:28]([OH:31])[C:27]=1[CH3:32] |f:1.2.3.4.5.6.7.8.9.10.11,13.14|. Procedure details: A mixture of 3-(1,3-dihydro-6-methoxy-7-methyl-3-oxo-4-p-toluenesulfonyloxy-5-isobenzofuranylmethyl)-2-methylcyclopent-2-en-1-one (0.17 g) and cerium trichloride heptahydrate (0.172 g) in tetrahydrofurn/methanol (12 mL, 4/1) was trea=ed with sodium borohydride (0.035 g). After 0.5 hours, the reaction was diluted with ethyl acetate and washed with brine. Drying over magnesium sulfate was followed by filtration and solvent removal. Chromatography (hexanes/methylene chloride/ether, 1/1/1) gave the ... The reactants are ( 39 ), solution, C(C1=CC=CC=C1)OC(=O)N1C(CN(CC1)C(=O)OC(C)(C)C)C(=O)O (1-[(benzyloxy)carbonyl]-4-(tert-butoxycarbonyl)piperazine-2-carboxylic acid), C(=O)([O-])[O-].[K+].[K+] (K2CO3), COS(=O)(=O)OC (Me2SO4). Run in CC(=O)C (acetone). The product is N1(C(CN(CC1)C(=O)OC(C)(C)C)C(=O)OC)C(=O)OCC1=CC=CC=C1 (1-benzyl 4-tert-butyl 2-methyl piperazine-1,2,4-tricarboxylate). The yield is 90.0%. Reaction SMILES: [CH2:1]([O:8][C:9]([N:11]1[CH2:16][CH2:15][N:14]([C:17]([O:19][C:20]([CH3:23])([CH3:22])[CH3:21])=[O:18])[CH2:13][CH:12]1[C:24]([OH:26])=[O:25])=[O:10])[C:2]1[CH:7]=[CH:6][CH:5]=[CH:4][CH:3]=1.[C:27]([O-])([O-])=O.[K+].[K+].COS(OC)(=O)=O>CC(C)=O>[N:11]1([C:9]([O:8][CH2:1][C:2]2[CH:3]=[CH:4][CH:5]=[CH:6][CH:7]=2)=[O:10])[CH2:16][CH2:15][N:14]([C:17]([O:19][C:20]([CH3:22])([CH3:23])[CH3:21])=[O:18])[CH2:13][CH:12]1[C:24]([O:26][CH3:27])=[O:25] |f:1.2.3|. Reported procedure: This step was carried out using the procedure described in Tetrahedron Letters 30 (39), 1989, 5193-5196. A 0.5 M solution of A1 in acetone was treated with K2CO3 (1.3 eq.) and Me2SO4 (1.2 eq.) and the mixture was refluxed 6 h. The reaction mixture was filtered and filtrate was concentrated under reduced pressure. The residue was dissolved in Et2O and washed with sat. aq. NaHCO3 solution, and brine, then dried and evaporated. The residue was purified by column chromatography on silica gel, elutin... Reactants: C1(CC1)C(CC(=O)OCC)C1=CC(=CC=C1)CNC1=CC(=C(C=C1)C1=C(C=CC(=C1)OC)F)CC(C)(C)C (ethyl 3-cyclopropyl-3-(3-(((2′-fluoro-5′-methoxy-2-neopentyl-[1,1′-biphenyl]-4-yl)amino)methyl)phenyl)propanoate), C=O (formaldehyde), C(C)(=O)O[BH-](OC(C)=O)OC(C)=O.[Na+] (sodium triacetoxyborohydride), C(O)([O-])=O.[Na+] (sodium hydrogen carbonate). The solvent is C(C)#N (acetonitrile), C(C)(=O)O (acetic acid). Reaction conditions: time 2 hour. Yields the product C1(CC1)C(CC(=O)OCC)C1=CC(=CC=C1)CN(C)C1=CC(=C(C=C1)C1=C(C=CC(=C1)OC)F)CC(C)(C)C (ethyl 3-cyclopropyl-3-(3-(((2′-fluoro-5′-methoxy-2-neopentyl-[1,1′-biphenyl]-4-yl)(methyl)amino)methyl)phenyl)propanoate). Isolated yield 71.0%. Reaction SMILES: [CH:1]1([CH:4]([C:11]2[CH:16]=[CH:15][CH:14]=[C:13]([CH2:17][NH:18][C:19]3[CH:24]=[CH:23][C:22]([C:25]4[CH:30]=[C:29]([O:31][CH3:32])[CH:28]=[CH:27][C:26]=4[F:33])=[C:21]([CH2:34][C:35]([CH3:38])([CH3:37])[CH3:36])[CH:20]=3)[CH:12]=2)[CH2:5][C:6]([O:8][CH2:9][CH3:10])=[O:7])[CH2:3][CH2:2]1.C=O.[C:41](O[BH-](OC(=O)C)OC(=O)C)(=O)C.[Na+].C(=O)([O-])O.[Na+]>C(#N)C.C(O)(=O)C>[CH:1]1([CH:4]([C:11]2[CH:16]=[CH:15][CH:14]=[C:13]([CH2:17][N:18]([C:19]3[CH:24]=[CH:23][C:22]([C:25]4[CH:30]=[C:29]([O:31][CH3:32])[CH:28]=[CH:27][C:26]=4[F:33])=[C:21]([CH2:34][C:35]([CH3:37])([CH3:36])[CH3:38])[CH:20]=3)[CH3:41])[CH:12]=2)[CH2:5][C:6]([O:8][CH2:9][CH3:10])=[O:7])[CH2:3][CH2:2]1 |f:2.3,4.5|. Procedure details: To a solution of ethyl 3-cyclopropyl-3-(3-(((2′-fluoro-5′-methoxy-2-neopentyl-[1,1′-biphenyl]-4-yl)amino)methyl)phenyl)propanoate (203 mg), formaldehyde solution (88 μL) and acetic acid (67 μL) in acetonitrile (3.9 mL) was added sodium triacetoxyborohydride (125 mg) at 0° C., and the mixture was stirred at room temperature for 2 hr. To the reaction mixture was added saturated sodium hydrogen carbonate solution at 0° C., and the mixture was extracted with ethyl acetate. The extract was washed wit...